This data is from the Open Reaction Database (ORD), a public repository of structured organic reaction records. The task is: describe an organic reaction: reactants, conditions, products, and yield The yield is 122.8%. Starting materials: Cl (HCl), NC=1C=2N(C=CN1)C(=NC2C#CC=2C=NC=CC2)C2CCN(CC2)C(=O)OCC2=CC=CC=C2 (benzyl 4-(8-amino-1-(pyridin-3-ylethynyl)imidazo[1,5-a]pyrazin-3-yl)piperidine-1-carboxylate). Reaction conditions: time 8 hour. As a reaction SMILES: [ClH:1].[NH2:2][C:3]1[C:4]2[N:5]([C:9]([CH:20]3[CH2:25][CH2:24][N:23](C(OCC4C=CC=CC=4)=O)[CH2:22][CH2:21]3)=[N:10][C:11]=2[C:12]#[C:13][C:14]2[CH:15]=[N:16][CH:17]=[CH:18][CH:19]=2)[CH:6]=[CH:7][N:8]=1>>[ClH:1].[NH:23]1[CH2:22][CH2:21][CH:20]([C:9]2[N:5]3[CH:6]=[CH:7][N:8]=[C:3]([NH2:2])[C:4]3=[C:11]([C:12]#[C:13][C:14]3[CH:15]=[N:16][CH:17]=[CH:18][CH:19]=3)[N:10]=2)[CH2:25][CH2:24]1 |f:2.3|. Reported procedure: Concentrated HCl (10 mL, 10M, 0.3 mol) was added to benzyl 4-(8-amino-1-(pyridin-3-ylethynyl)imidazo[1,5-a]pyrazin-3-yl)piperidine-1-carboxylate (650 mg, 0.0014 mol) and the mixture was left to stir at rt overnight prior to dilution with with water (30 mL) and washing with diethyl ether (3×20 mL). The aqueous layer was concentrated in vacuo, to afford 3-piperidin-4-yl-1-(pyridin-3-ylethynyl)imidazo[1,5-a]pyrazin-8-amine hydrochloride (610 mg, 99%). Product: Cl.N1CCC(CC1)C1=NC(=C2N1C=CN=C2N)C#CC=2C=NC=CC2 (3-piperidin-4-yl-1-(pyridin-3-ylethynyl)imidazo[1,5-a]pyrazin-8-amine hydrochloride). Starting materials: C(CCC)O (n-butanol), [N-]=[N+]=[N-].[Na+] (sodium azide), S(O)(O)(=O)=O (sulfuric acid), C(C)C1=NN(C(S1)=N)CC1=CC=C(C=C1)C1=C(C=CC=C1)C#N (5-ethyl-2-imino-3-(2'-cyanobiphenyl-4-yl)methyl-1,3,4-thiadiazoline). Reagents/catalysts: [Cl-].[Zn+2].[Cl-] (zinc chloride). Run in C(Cl)(Cl)Cl (chloroform). Conditions: temperature 115 celsius, time 30 minute. Product: C(C)C1=NN(C(S1)=N)CC1=CC=C(C=C1)C1=C(C=CC=C1)C1=NN=NN1 (5-ethyl-2-imino-3-[2'-(1H-tetrazol-5-yl)biphenyl-4-yl]methyl-1,3,4-thiadiazoline). Yield: 79.0%. Reaction SMILES: C(O)CCC.[N-:6]=[N+:7]=[N-:8].[Na+].[CH2:10]([C:12]1[S:16][C:15](=[NH:17])[N:14]([CH2:18][C:19]2[CH:24]=[CH:23][C:22]([C:25]3[CH:30]=[CH:29][CH:28]=[CH:27][C:26]=3[C:31]#[N:32])=[CH:21][CH:20]=2)[N:13]=1)[CH3:11].S(=O)(=O)(O)O>[Cl-].[Zn+2].[Cl-].C(Cl)(Cl)Cl>[CH2:10]([C:12]1[S:16][C:15](=[NH:17])[N:14]([CH2:18][C:19]2[CH:24]=[CH:23][C:22]([C:25]3[CH:30]=[CH:29][CH:28]=[CH:27][C:26]=3[C:31]3[NH:32][N:8]=[N:7][N:6]=3)=[CH:21][CH:20]=2)[N:13]=1)[CH3:11] |f:1.2,5.6.7|. Procedure details: In a 500-ml glass-made reactor equipped with a thermometer and a reflux condenser, 200 ml of n-butanol, 37.5 g of zinc chloride and 50.7 g of sodium azide were charged, followed by stirring for 30 minutes. To the reactor, 50 g of 5-ethyl-2-imino-3-(2'-cyanobiphenyl-4-yl)methyl-1,3,4-thiadiazoline were charged further, followed by heating the internal temperature to 110 to 120° C. at which the reaction was effected for 20 hours. After the completion of the reaction, the reaction mixture was coole...